This data is from the Open Reaction Database (ORD), a public repository of structured organic reaction records. The task is: describe an organic reaction: reactants, conditions, products, and yield The reactants are Cn1cc(-c2ccnc(S(C)=O)n2)cn1, Cn1cc(-c2ccnc(S(C)(=O)=O)n2)cn1, [K+], [K+], Cc1cc(F)c(N)cc1O, O=C([O-])[O-], CN(C)C=O. Yields the product Cc1cc(F)c(N)cc1Oc1nccc(-c2cnn(C)c2)n1. As a reaction SMILES: [CH3:17][S:18]([c:19]1[n:20][c:21](-[c:22]2[cH:23][n:24][n:25]([CH3:26])[cH:27]2)[cH:28][cH:29][n:30]1)=[O:31].[CH3:1][S:2](=[O:3])(=[O:4])[c:5]1[n:6][cH:7][cH:8][c:9](-[c:11]2[cH:12][n:13][n:14]([CH3:16])[cH:15]2)[n:10]1.[K+:42].[K+:43].[NH2:32][c:33]1[c:34]([F:41])[cH:35][c:36]([CH3:40])[c:37]([OH:39])[cH:38]1.[O-:44][C:45]([O-:46])=[O:47].[O:48]=[CH:49][N:50]([CH3:51])[CH3:52]>>[c:5]1([O:39][c:37]2[c:36]([CH3:40])[cH:35][c:34]([F:41])[c:33]([NH2:32])[cH:38]2)[n:6][cH:7][cH:8][c:9](-[c:11]2[cH:12][n:13][n:14]([CH3:16])[cH:15]2)[n:10]1. Reactants: ClC1=C(C=C(C=2N=C(NC21)C(C(F)(F)F)(F)F)[N+](=O)[O-])C#N (4-Chloro-7-nitro-5-cyano-2-pentafluoroethylbenzimidazole), C1(CCCCC1)CCN (2-cyclohexylethylamine). The product is C1(CCCCC1)CCNC1=C(C=C(C=2N=C(NC21)C(C(F)(F)F)(F)F)[N+](=O)[O-])C#N (4-(2-cyclohexylethylamino)-7-nitro-5-cyano-2-pentafluoroethylbenzimidazole). As a reaction SMILES: Cl[C:2]1[C:10]2[NH:9][C:8]([C:11]([F:17])([F:16])[C:12]([F:15])([F:14])[F:13])=[N:7][C:6]=2[C:5]([N+:18]([O-:20])=[O:19])=[CH:4][C:3]=1[C:21]#[N:22].[CH:23]1([CH2:29][CH2:30][NH2:31])[CH2:28][CH2:27][CH2:26][CH2:25][CH2:24]1>>[CH:23]1([CH2:29][CH2:30][NH:31][C:2]2[C:10]3[NH:9][C:8]([C:11]([F:17])([F:16])[C:12]([F:15])([F:14])[F:13])=[N:7][C:6]=3[C:5]([N+:18]([O-:20])=[O:19])=[CH:4][C:3]=2[C:21]#[N:22])[CH2:28][CH2:27][CH2:26][CH2:25][CH2:24]1. Reported procedure: 4-Chloro-7-nitro-5-cyano-2-pentafluoroethylbenzimidazole is reacted with 2-cyclohexylethylamine to obtain 4-(2-cyclohexylethylamino)-7-nitro-5-cyano-2-pentafluoroethylbenzimidazole, m.w., 329.3. The reactants are CC(C)(C)C=1C=C(C=C(C1O)C(C)(C)C)C1=NN=C(S1)C(=O)N (5-[3,5-bis(1,1-dimethylethyl)-4-hydroxyphenyl]-1,3,4-thiadiazole-2-carboxamide), P12(=S)SP3(=S)SP(=S)(S1)SP(=S)(S2)S3 (P2S5). The solvent is O1CCOCC1 (dioxane). The product is CC(C)(C)C=1C=C(C=C(C1O)C(C)(C)C)C1=NN=C(S1)C(N)=S (5-[3,5-Bis(1,1-dimethylethyl)-4-hydroxyphenyl]-1,3,4-thiadiazole-2-carbothioamide). Isolated yield 58.5%. As a reaction SMILES: [CH3:1][C:2]([C:5]1[CH:6]=[C:7]([C:16]2[S:20][C:19]([C:21]([NH2:23])=O)=[N:18][N:17]=2)[CH:8]=[C:9]([C:12]([CH3:15])([CH3:14])[CH3:13])[C:10]=1[OH:11])([CH3:4])[CH3:3].P12(SP3(SP(SP(S3)(S1)=S)(=S)S2)=S)=[S:25]>O1CCOCC1>[CH3:1][C:2]([C:5]1[CH:6]=[C:7]([C:16]2[S:20][C:19]([C:21](=[S:25])[NH2:23])=[N:18][N:17]=2)[CH:8]=[C:9]([C:12]([CH3:15])([CH3:14])[CH3:13])[C:10]=1[OH:11])([CH3:4])[CH3:3]. Procedure: A mixture of 1.5 g (4.5 mmol) of 5-[3,5-bis(1,1-dimethylethyl)-4-hydroxyphenyl]-1,3,4-thiadiazole-2-carboxamide and 1.0 g (2.2 mmol) of P2S5 in 20 ml of dioxane is warmed at reflux for one hour under a nitrogen atmosphere. The reaction is poured through a plug of SiO2, washing with t-butylmethylether. Recrystallization from toluene gives 0.45 g (1.6 g theor., 28%) of the thioamide as a yellow solid, mp 215°-216° C.